Dataset: the Open Reaction Database (ORD), a public repository of structured organic reaction records. Task: describe an organic reaction: reactants, conditions, products, and yield Starting materials: CC1CCNCC1, CC(COc1ccc(C#Cc2ccc(-c3ccc(Cl)cc3)cn2)cc1)OS(C)(=O)=O, CC(C)O, CN(C)C=O. Yields the product CC1CCN(C(C)COc2ccc(C#Cc3ccc(-c4ccc(Cl)cc4)cn3)cc2)CC1. As a reaction SMILES: [CH3:1][CH:2]1[CH2:3][CH2:4][NH:5][CH2:6][CH2:7]1.[CH3:8][S:9]([O:10][CH:13]([CH2:14][O:15][c:16]1[cH:17][cH:18][c:19]([C:22]#[C:23][c:24]2[n:25][cH:26][c:27](-[c:30]3[cH:31][cH:32][c:33]([Cl:36])[cH:34][cH:35]3)[cH:28][cH:29]2)[cH:20][cH:21]1)[CH3:37])(=[O:11])=[O:12].[CH:38]([OH:39])([CH3:40])[CH3:41].[O:42]=[CH:43][N:44]([CH3:45])[CH3:46]>>[CH3:1][CH:2]1[CH2:3][CH2:4][N:5]([CH:13]([CH2:14][O:15][c:16]2[cH:17][cH:18][c:19]([C:22]#[C:23][c:24]3[n:25][cH:26][c:27](-[c:30]4[cH:31][cH:32][c:33]([Cl:36])[cH:34][cH:35]4)[cH:28][cH:29]3)[cH:20][cH:21]2)[CH3:37])[CH2:6][CH2:7]1. Starting materials: ClC1=C(C=NC2=CC(=C(C=C12)OC)OC)C#N (4-chloro-3-cyano-6,7-dimethoxyquinoline), ClC1=CC(=C2C(=C1N)OCO2)I (6-chloro-4-iodo-2,3-methylenedioxyaniline). Yields the product ClC1=CC(=C2C(=C1NC1=C(C=NC3=CC(=C(C=C13)OC)OC)C#N)OCO2)I (4-(6-chloro-4-iodo-2,3-methylenedioxyanilino)-3-cyano-6,7-dimethoxyquinoline). The yield is 72.6%. Reaction SMILES: Cl[C:2]1[C:11]2[C:6](=[CH:7][C:8]([O:14][CH3:15])=[C:9]([O:12][CH3:13])[CH:10]=2)[N:5]=[CH:4][C:3]=1[C:16]#[N:17].[Cl:18][C:19]1[C:24]([NH2:25])=[C:23]2[O:26][CH2:27][O:28][C:22]2=[C:21]([I:29])[CH:20]=1>>[Cl:18][C:19]1[C:24]([NH:25][C:2]2[C:11]3[C:6](=[CH:7][C:8]([O:14][CH3:15])=[C:9]([O:12][CH3:13])[CH:10]=3)[N:5]=[CH:4][C:3]=2[C:16]#[N:17])=[C:23]2[O:26][CH2:27][O:28][C:22]2=[C:21]([I:29])[CH:20]=1. Procedure: Using an analogous procedure to that described in the portion of Example 1 that is concerned with the preparation of starting materials, 4-chloro-3-cyano-6,7-dimethoxyquinoline (1.74 g) was reacted with 6-chloro-4-iodo-2,3-methylenedioxyaniline (2.5 g) to give 4-(6-chloro-4-iodo-2,3-methylenedioxyanilino)-3-cyano-6,7-dimethoxyquinoline as a solid (2.59 g) which gave the following characterising data; NMR Spectrum: (DMSOd6) 4.0 (s, 6H), 6.18 (s, 2H), 7.38 (s, 1H), 7.48 (s, 1H), 7.88 (s, 1H), 8.44... Reactants: C(C)(=O)OCC1=C(C=C(C=C1N1C(C=2C=C3CCCCN3C2CC1)=O)F)C1=CN(C(C(=C1)NC1=NC=C(C=C1)N1[C@H](CN(CC1)C1COC1)C)=O)C ((S)-4-Fluoro-2-(1-methyl-5-(5-(2-methyl-4-(oxetan-3-yl)piperazin-1-yl)pyridin-2-ylamino)-6-oxo-1,6-dihydropyridin-3-yl)-6-(1-oxo-3,4,6,7,8,9-hexahydropyrido[3,4-b]indolizin-2(1H)-yl)benzyl acetate), C(C)(=O)OCC1=C(C=CC=C1B1OC(C(O1)(C)C)(C)C)N1C(C2=CC=3CC(CC3N2CC1)(C)C)=O ((2-{4,4-dimethyl-9-oxo-1,10-diazatricyclo[6.4.0.02,6]dodeca-2(6),7-dien-10-yl}-6-(4,4,5,5-tetramethyl-1,3,2-dioxaborolan-2-yl)phenyl)methyl acetate), BrC=1C=C(C(N(C1)C)=O)NC1=NC=C(C=C1)N1[C@H](CN(CC1)C1COC1)C ((S)-5-bromo-1-methyl-3-(5-(2-methyl-4-(oxetan-3-yl)piperazine-1-yl)pyridin-2-ylamino)pyridin-2(1H)-one). Product: C(C)(=O)OCC1=C(C=C(C=C1C1=CN(C(C(=C1)NC1=NC=C(C=C1)N1[C@H](CN(CC1)C1COC1)C)=O)C)F)N1C(C2=CC=3CC(CC3N2CC1)(C)C)=O ((2S)-(2-{4,4-dimethyl-9-oxo-1,10-diazatricyclo-[6.4.0.02,6]dodeca-2(6),7-dien-10-yl}-4-fluoro-6-[1-methyl-5-({5-[2-methyl-4-(oxetan-3-yl)piperazin-1-yl]pyridin-2-yl}amino)-6-oxo-1,6-dihydropyridin-3-yl]phenyl)-methyl acetate). Yield: 24.0%. Reaction SMILES: [C:1]([O:4][CH2:5][C:6]1[C:11]([N:12]2[CH2:24]CC3N4C(CCCC4)=CC=3[C:13]2=[O:25])=[CH:10][C:9]([F:26])=[CH:8][C:7]=1[C:27]1[CH:32]=[C:31]([NH:33][C:34]2[CH:39]=[CH:38][C:37]([N:40]3[CH2:45][CH2:44][N:43]([CH:46]4[CH2:49][O:48][CH2:47]4)[CH2:42][C@@H:41]3[CH3:50])=[CH:36][N:35]=2)[C:30](=[O:51])[N:29]([CH3:52])[CH:28]=1)(=[O:3])[CH3:2].C(OCC1C(B2OC(C)(C)C(C)(C)O2)=CC=CC=1N1C[CH2:83][N:82]2[C:75](=[CH:76][C:77]3[CH2:78][C:79]([CH3:86])([CH3:85])[CH2:80][C:81]=32)C1=O)(=O)C.BrC1C=C(NC2C=CC(N3CCN(C4COC4)C[C@@H]3C)=CN=2)C(=O)N(C)C=1>>[C:1]([O:4][CH2:5][C:6]1[C:7]([C:27]2[CH:32]=[C:31]([NH:33][C:34]3[CH:39]=[CH:38][C:37]([N:40]4[CH2:45][CH2:44][N:43]([CH:46]5[CH2:47][O:48][CH2:49]5)[CH2:42][C@@H:41]4[CH3:50])=[CH:36][N:35]=3)[C:30](=[O:51])[N:29]([CH3:52])[CH:28]=2)=[CH:8][C:9]([F:26])=[CH:10][C:11]=1[N:12]1[CH2:24][CH2:83][N:82]2[C:75](=[CH:76][C:77]3[CH2:78][C:79]([CH3:86])([CH3:85])[CH2:80][C:81]=32)[C:13]1=[O:25])(=[O:3])[CH3:2]. Reported procedure: Following the procedures as described for compound 101i, reaction of (2-{4,4-dimethyl-9-oxo-1,10-diazatricyclo[6.4.0.02,6]dodeca-2(6),7-dien-10-yl}-6-(4,4,5,5-tetramethyl-1,3,2-dioxaborolan-2-yl)phenyl)methyl acetate (229 mg, 0.46 mmol) and (S)-5-bromo-1-methyl-3-(5-(2-methyl-4-(oxetan-3-yl)piperazine-1-yl)pyridin-2-ylamino)pyridin-2(1H)-one (200 mg, 0.46 mmol), afforded 103h as a yellow solid (80 mg, 24%). MS: [M+H]+ 724.